This data is from the Open Reaction Database (ORD), a public repository of structured organic reaction records. The task is: describe an organic reaction: reactants, conditions, products, and yield Reactants: C1(=CC=CC=C1)P(=C)(C1=CC=CC=C1)C1=CC=CC=C1 (triphenyl-methylene-phosphorane), [I-].C[P+](C1=CC=CC=C1)(C1=CC=CC=C1)C1=CC=CC=C1 (methyl-triphenyl phosphonium iodide), CN1C(=O)N(C=2N=CN(C2C1=O)CCCCC(C)=O)C (1,3-dimethyl-7-(5-oxohexyl)-xanthine), [H-].[Na+] (sodium hydride). Solvent: CS(=O)C (dimethyl-sulphoxide), CS(=O)C (dimethylsulphoxide), O (water), CS(=O)C (dimethyl-sulphoxide). Conditions: temperature 80 celsius, time 8 hour. Yields the product CN1C(=O)N(C=2N=CN(C2C1=O)CCCCC(=C)C)C (1,3-Dimethyl-7-(5-methyl-hex-5-enyl)-xanthine). As a reaction SMILES: [H-].[Na+].[C:3]1(P(C2C=CC=CC=2)(C2C=CC=CC=2)=C)C=CC=CC=1.[I-].C[P+](C1C=CC=CC=1)(C1C=CC=CC=1)C1C=CC=CC=1.[CH3:44][N:45]1[C:54](=[O:55])[C:53]2[N:52]([CH2:56][CH2:57][CH2:58][CH2:59][C:60](=O)[CH3:61])[CH:51]=[N:50][C:49]=2[N:48]([CH3:63])[C:46]1=[O:47]>CS(C)=O.O>[CH3:44][N:45]1[C:54](=[O:55])[C:53]2[N:52]([CH2:56][CH2:57][CH2:58][CH2:59][C:60]([CH3:3])=[CH2:61])[CH:51]=[N:50][C:49]=2[N:48]([CH3:63])[C:46]1=[O:47] |f:0.1,3.4|. Procedure: 0.5 g of sodium hydride are reacted with 15 ml of anhydrous dimethyl-sulphoxide under a nitrogen atmosphere with stirring at 80° C. and cooled to 15° C. after 25 minutes. To prepare triphenyl-methylene-phosphorane, 8.1 g of methyl-triphenyl phosphonium iodide in 20 ml of anhydrous dimethyl-sulphoxide are added to this solution. After stirring for 10 minutes at room temperature, 5.6 g of 1,3-dimethyl-7-(5-oxohexyl)-xanthine in 10 ml of dimethylsulphoxide are added dropwise over 10 minutes, and th... The reactants are CCOC(=O)c1nc(-c2ccc(C)s2)sc1C, CO, [K+], [OH-]. The product is Cc1ccc(-c2nc(C(=O)O)c(C)s2)s1. Reaction SMILES: [CH3:1][c:2]1[cH:3][cH:4][c:5](-[c:7]2[s:8][c:9]([CH3:17])[c:10]([C:12](=[O:13])[O:14][CH2:15][CH3:16])[n:11]2)[s:6]1.[CH3:20][OH:21].[K+:19].[OH-:18]>>[CH3:1][c:2]1[cH:3][cH:4][c:5](-[c:7]2[s:8][c:9]([CH3:17])[c:10]([C:12](=[O:13])[OH:14])[n:11]2)[s:6]1.